Dataset: the Open Reaction Database (ORD), a public repository of structured organic reaction records. Task: describe an organic reaction: reactants, conditions, products, and yield The reactants are ClC=1C=CC=2N(N1)C(=C(N2)C(=O)OCC)C (ethyl 6-chloro-3-methylimidazo[1,2-b]pyridazine-2-carboxylate), aqueous solution, [OH-].[Na+] (sodium hydroxide). Solvent: O1CCCC1 (tetrahydrofuran). Reaction conditions: time 3 hour. Product: ClC=1C=CC=2N(N1)C(=C(N2)C(=O)O)C (6-chloro-3-methylimidazo[1,2-b]pyridazine-2-carboxylic acid). Yield: 74.1%. As a reaction SMILES: [Cl:1][C:2]1[CH:3]=[CH:4][C:5]2[N:6]([C:8]([CH3:16])=[C:9]([C:11]([O:13]CC)=[O:12])[N:10]=2)[N:7]=1.[OH-].[Na+]>O1CCCC1>[Cl:1][C:2]1[CH:3]=[CH:4][C:5]2[N:6]([C:8]([CH3:16])=[C:9]([C:11]([OH:13])=[O:12])[N:10]=2)[N:7]=1 |f:1.2|. Reported procedure: 3.9 g of ethyl 6-chloro-3-methylimidazo[1,2-b]pyridazine-2-carboxylate was suspended in 40 ml of tetrahydrofuran; 30 ml of a 1 N aqueous solution of sodium hydroxide was added, followed by stirring at room temperature for 3 hours. The mixture was concentrated under reduced pressure; the residue was ajusted to pH 4 by the addition of 50 ml of water and 1 N hydrochloric acid; the crystal precipitated was collected by filtration and dried to yield 2.55 g of 6-chloro-3-methylimidazo[1,2-b]pyridazine... The reactants are C1(CCCC1)CC(C1=CC=C(C=C1)S(=O)(=O)C)C=1NC(=CN1)C(=O)C1CC1 ((2-{2-cyclopentyl-1-[4-(methylsulfonyl)phenyl]ethyl}-1H-imidazol-5-yl)(cyclopropyl)methanone), ClN1C(CCC1=O)=O (N-chlorosuccinimide), S(=S)(=O)([O-])[O-].[Na+].[Na+] (sodium thiosulfate), C(O)([O-])=O.[Na+] (sodium hydrogen carbonate). The solvent is ClCCCl (1,2-dichloroethane). Run at temperature 100 celsius, time 6 hour. The product is ClC=1N=C(NC1C(=O)C1CC1)C(CC1CCCC1)C1=CC=C(C=C1)S(=O)(=O)C ((4-chloro-2-{2-cyclopentyl-1-[4-(methylsulfonyl)phenyl]ethyl}-1H-imidazol-5-yl)(cyclopropyl)methanone). Yield: 9.0%. RXN SMILES: [CH:1]1([CH2:6][CH:7]([C:18]2[NH:19][C:20]([C:23]([CH:25]3[CH2:27][CH2:26]3)=[O:24])=[CH:21][N:22]=2)[C:8]2[CH:13]=[CH:12][C:11]([S:14]([CH3:17])(=[O:16])=[O:15])=[CH:10][CH:9]=2)[CH2:5][CH2:4][CH2:3][CH2:2]1.[Cl:28]N1C(=O)CCC1=O.C(=O)([O-])O.[Na+].S([O-])([O-])(=O)=S.[Na+].[Na+]>ClCCCl>[Cl:28][C:21]1[N:22]=[C:18]([CH:7]([C:8]2[CH:9]=[CH:10][C:11]([S:14]([CH3:17])(=[O:16])=[O:15])=[CH:12][CH:13]=2)[CH2:6][CH:1]2[CH2:2][CH2:3][CH2:4][CH2:5]2)[NH:19][C:20]=1[C:23]([CH:25]1[CH2:27][CH2:26]1)=[O:24] |f:2.3,4.5.6|. Reported procedure: To a solution (12 mL) of (2-{2-cyclopentyl-1-[4-(methylsulfonyl)phenyl]ethyl}-1H-imidazol-5-yl)(cyclopropyl)methanone in 1,2-dichloroethane was added N-chlorosuccinimide (0.091 g) and the mixture was stirred at 100° C. for 6 hr. To the reaction mixture were successively added saturated aqueous sodium hydrogen carbonate solution and 1 mol/L aqueous sodium thiosulfate solution, and the mixture was extracted with ethyl acetate. The extract was washed successively with water and saturated brine, dri...